From a dataset of the Open Reaction Database (ORD), a public repository of structured organic reaction records. describe an organic reaction: reactants, conditions, products, and yield The reactants are N[C@H](C(=O)O)CCC(=O)NCCO[C@@H]1[C@@H](O)[C@@H](O[C@@H]2[C@@H](O)[C@@H](O)[C@H](O)[C@H](O2)CO)[C@H](O)[C@H](O1)CO[C@@H]1[C@@H](O)[C@@H](O)[C@H](O)[C@H](O1)CO ((S)-2-amino-5-[(2-{[α-D-mannopyranosyl-(1→3)-[α-D-mannopyranosyl-(1→6)]-α-D-mannopyranosyl]oxy}ethyl)amino]-5-oxopentanoic acid), O=C(CCCC(=O)ON1C(CCC1=O)=O)NCCO[C@H]1[C@@H](O)[C@H](O)[C@H](O)[C@@H](O1)C (2,5-dioxopyrrolidin-1-yl 5-oxo-5-({2-[(α-L-fucopyranosyl)oxy]ethyl}amino)pentanoate), TEA, C(C1=CC=CC=C1)OC(CCCCC(=O)O)=O (6-(benzyloxy)-6-oxohexanoic acid). The solvent is CN(C)C=O (DMF). Conditions: temperature 0 celsius, time 2 hour. Yields the product [C@H]1([C@@H](O)[C@@H](O)[C@H](O)[C@H](O1)CO)O[C@@H]1[C@@H]([C@H](O[C@@H]([C@H]1O)CO[C@@H]1[C@@H](O)[C@@H](O)[C@H](O)[C@H](O1)CO)OCCNC(CC[C@@H](C(=O)O)NC(CCCC(NCCO[C@H]1[C@@H](O)[C@H](O)[C@H](O)[C@@H](O1)C)=O)=O)=O)O ((S)-5-[(2-{[α-D-mannopyranosyl-(1→3)-[α-D-mannopyranosyl-(1→6)]-α-D-mannopyranosyl]oxy}ethyl)amino]-5-oxo-2-[5-oxo-5-({2-[(α-L-fucopyranosyl)oxy]ethyl}amino)pentanamido]pentanoic acid). Reaction SMILES: [NH2:1][C@@H:2]([CH2:6][CH2:7][C:8]([NH:10][CH2:11][CH2:12][O:13][C@H:14]1[O:33][C@H:32]([CH2:34][O:35][C@H:36]2[O:44][C@H:43]([CH2:45][OH:46])[C@@H:41]([OH:42])[C@H:39]([OH:40])[C@@H:37]2[OH:38])[C@@H:30]([OH:31])[C@H:17]([O:18][C@H:19]2[O:27][C@H:26]([CH2:28][OH:29])[C@@H:24]([OH:25])[C@H:22]([OH:23])[C@@H:20]2[OH:21])[C@@H:15]1[OH:16])=[O:9])[C:3]([OH:5])=[O:4].[O:47]=[C:48]([NH:62][CH2:63][CH2:64][O:65][C@@H:66]1[O:74][C@@H:73]([CH3:75])[C@@H:71]([OH:72])[C@@H:69]([OH:70])[C@@H:67]1[OH:68])[CH2:49][CH2:50][CH2:51][C:52](ON1C(=O)CCC1=O)=[O:53].C(OC(=O)CCCCC(O)=O)C1C=CC=CC=1>CN(C=O)C>[C@H:19]1([O:18][C@H:17]2[C@H:30]([OH:31])[C@@H:32]([CH2:34][O:35][C@H:36]3[O:44][C@H:43]([CH2:45][OH:46])[C@@H:41]([OH:42])[C@H:39]([OH:40])[C@@H:37]3[OH:38])[O:33][C@H:14]([O:13][CH2:12][CH2:11][NH:10][C:8](=[O:9])[CH2:7][CH2:6][C@H:2]([NH:1][C:52](=[O:53])[CH2:51][CH2:50][CH2:49][C:48](=[O:47])[NH:62][CH2:63][CH2:64][O:65][C@@H:66]3[O:74][C@@H:73]([CH3:75])[C@@H:71]([OH:72])[C@@H:69]([OH:70])[C@@H:67]3[OH:68])[C:3]([OH:5])=[O:4])[C@H:15]2[OH:16])[O:27][C@H:26]([CH2:28][OH:29])[C@@H:24]([OH:25])[C@H:22]([OH:23])[C@@H:20]1[OH:21]. Reported procedure: To a solution of (S)-2-amino-5-[(2-{[α-D-mannopyranosyl-(1→3)-[α-D-mannopyranosyl-(1→6)]-α-D-mannopyranosyl]oxy}ethyl)amino]-5-oxopentanoic acid (350 mg, 4.75 mmol) in DMF (5 mL) at 0° C. was added 2,5-dioxopyrrolidin-1-yl 5-oxo-5-({2-[(α-L-fucopyranosyl)oxy]ethyl}amino)pentanoate (216 mg, 0.517 mmol, prepared according to Example 4, ML-4, Step A, substituting 5-(benzyloxy)-5-oxopentanoic acid for 6-(benzyloxy)-6-oxohexanoic acid and TEA (0.2 mL, 1.435 mmol). After stirring at 0° C. for 2 hr, th...